This data is from the Open Reaction Database (ORD), a public repository of structured organic reaction records. The task is: describe an organic reaction: reactants, conditions, products, and yield Starting materials: Fc1ccc(Br)c(Cl)c1, CCOC(=O)c1ccccc1B1OC(C)(C)C(C)(C)O1, Cc1ccccc1, [K+], [K+], [K+], O, O=P([O-])([O-])[O-]. Product: CCOC(=O)c1ccccc1-c1ccc(F)cc1Cl. As a reaction SMILES: [Br:1][c:2]1[c:3]([Cl:9])[cH:4][c:5]([F:8])[cH:6][cH:7]1.[CH3:10][C:11]1([CH3:12])[C:13]([CH3:14])([CH3:15])[O:16][B:17]([c:18]2[c:19]([C:20](=[O:21])[O:22][CH2:23][CH3:24])[cH:25][cH:26][cH:27][cH:28]2)[O:29]1.[CH3:30][c:31]1[cH:32][cH:33][cH:34][cH:35][cH:36]1.[K+:42].[K+:43].[K+:44].[OH2:45].[P:37]([O-:38])([O-:39])([O-:40])=[O:41]>>[c:2]1(-[c:18]2[c:19]([C:20](=[O:21])[O:22][CH2:23][CH3:24])[cH:25][cH:26][cH:27][cH:28]2)[c:3]([Cl:9])[cH:4][c:5]([F:8])[cH:6][cH:7]1.